Dataset: the Open Reaction Database (ORD), a public repository of structured organic reaction records. Task: describe an organic reaction: reactants, conditions, products, and yield The reactants are CCOC(=O)Cc1ccc(SCc2ccccc2C(=O)O)cc1, CCO, [K+], [OH-], O. Product: O=C(O)Cc1ccc(SCc2ccccc2C(=O)O)cc1. As a reaction SMILES: [CH2:4]([CH3:5])[O:6][C:7]([CH2:8][c:9]1[cH:10][cH:11][c:12]([S:15][CH2:16][c:17]2[c:18]([C:23](=[O:24])[OH:25])[cH:19][cH:20][cH:21][cH:22]2)[cH:13][cH:14]1)=[O:26].[CH3:27][CH2:28][OH:29].[K+:2].[OH-:1].[OH2:3]>>[O:6]=[C:7]([CH2:8][c:9]1[cH:10][cH:11][c:12]([S:15][CH2:16][c:17]2[c:18]([C:23](=[O:24])[OH:25])[cH:19][cH:20][cH:21][cH:22]2)[cH:13][cH:14]1)[OH:26]. The reactants are 2-R-5-(heteroaryl-2-ylamino)phenol, BrCC=C(C)C (4-bromo-2-methyl-2-butene), ClC1=C(C=C(C=C1)NC1=NC=CC(=N1)OC)O (2-chloro-5-(4-methoxypyrimidin-2-ylamino)phenol), C(=O)([O-])[O-].[Cs+].[Cs+] (Cs2CO3). Solvent: CC(=O)C (acetone). The product is ClC1=C(C=C(C=C1)NC1=NC=CC(=N1)OC)OCC=C(C)C (N-(4-Chloro-3-(3-methylbut-2-enyloxy)phenyl)-4-methoxypyrimidin-2-amine). Isolated yield 51.0%. As a reaction SMILES: [Cl:1][C:2]1[CH:7]=[CH:6][C:5]([NH:8][C:9]2[N:14]=[C:13]([O:15][CH3:16])[CH:12]=[CH:11][N:10]=2)=[CH:4][C:3]=1[OH:17].C([O-])([O-])=O.[Cs+].[Cs+].Br[CH2:25][CH:26]=[C:27]([CH3:29])[CH3:28]>CC(C)=O>[Cl:1][C:2]1[CH:7]=[CH:6][C:5]([NH:8][C:9]2[N:14]=[C:13]([O:15][CH3:16])[CH:12]=[CH:11][N:10]=2)=[CH:4][C:3]=1[O:17][CH2:25][CH:26]=[C:27]([CH3:29])[CH3:28] |f:1.2.3|. Reported procedure: Following the general procedure for O-alkylation of 2-R-5-(heteroaryl-2-ylamino)phenol, 2-chloro-5-(4-methoxypyrimidin-2-ylamino)phenol (54 mg, 0.22 mmol) and Cs2CO3 (70 mg, 0.22 mmol) in acetone (3 mL) was treated with 4-bromo-2-methyl-2-butene (25 μL, 0.22 mmol) at room temperature. The title compound was obtained after purification by flash chromatography on silica gel (hexane:EtOAc 8/2) in 51% yield (35 mg). The product is ClC1=C(C(=NC=N1)N)OCC (6-chloro-5-ethoxypyrimidin-4-amine). Solvent: CC(=O)C (acetone), C(C)(=O)OCC (ethyl acetate). Yield: 98.7%. RXN SMILES: [NH2:1][C:2]1[C:7]([OH:8])=[C:6]([Cl:9])[N:5]=[CH:4][N:3]=1.C(=O)([O-])[O-].[Cs+].[Cs+].I[CH2:17][CH3:18]>CC(C)=O.C(OCC)(=O)C>[Cl:9][C:6]1[N:5]=[CH:4][N:3]=[C:2]([NH2:1])[C:7]=1[O:8][CH2:17][CH3:18] |f:1.2.3|. Reported procedure: A reaction mixture of 4-amino-6-chloro-pyrimidin-5-ol (1000.0 mg; 6.8 mmol; 1.0 eq.), cesium carbonate (2686.3 mg; 8.24 mmol; 1.2 eq.), and iodoethane (1285.9 mg; 8.24 mmol; 1.2 eq.) in acetone (10 ml) was stirred at 50° C. overnight. The reaction solution was diluted with ethyl acetate (50 ml), washed with water, then brine, dried and concentrated. The residue was treated with ether, stirred for 30 min, filtered, collected white off solid as title compound (1165 mg in yield 98%). Reactants: NC1=NC=NC(=C1O)Cl (4-amino-6-chloro-pyrimidin-5-ol), C([O-])([O-])=O.[Cs+].[Cs+] (cesium carbonate), ICC (iodoethane). Run at temperature 50 celsius, time 8 hour. Starting materials: ClCC(=O)NC=1SC=C(N1)C(C(=O)N[C@@H]1C(N[C@@H]1C#N)=O)=NOC(C)(C)C(=O)OCC1=CC=C(C=C1)[N+](=O)[O-] ((3S,4S)-3-[2-(2-chloroacetamidothiazol-4-yl)-2-(1-p-nitrobenzyloxycarbonyl-1-methylethoxyimino)acetamido]-4-cyano-2-azetidinone), OO (hydrogen peroxide), [OH-].[Na+] (sodium hydroxide). The solvent is CS(=O)C (dimethyl sulfoxide). Reaction conditions: temperature 25 celsius, time 30 minute. Product: C(N)(=O)[C@@H]1[C@@H](C(N1)=O)NC(C(=NOC(C)(C)C(=O)OCC1=CC=C(C=C1)[N+](=O)[O-])C=1N=C(SC1)NC(CCl)=O)=O ((3S,4S)-4-carbamoyl-3-[2-(2-chloroacetamidothiazol-4-yl)-2-(1-p-nitrobenzyloxycarbonyl-1-methylethoxyimino)acetamido]-2-azetidinone). Reaction SMILES: [Cl:1][CH2:2][C:3]([NH:5][C:6]1[S:7][CH:8]=[C:9]([C:11](=[N:22][O:23][C:24]([C:27]([O:29][CH2:30][C:31]2[CH:36]=[CH:35][C:34]([N+:37]([O-:39])=[O:38])=[CH:33][CH:32]=2)=[O:28])([CH3:26])[CH3:25])[C:12]([NH:14][C@H:15]2[C@@H:18]([C:19]#[N:20])[NH:17][C:16]2=[O:21])=[O:13])[N:10]=1)=[O:4].[OH:40]O.[OH-].[Na+]>CS(C)=O>[C:19]([C@H:18]1[NH:17][C:16](=[O:21])[C@H:15]1[NH:14][C:12](=[O:13])[C:11]([C:9]1[N:10]=[C:6]([NH:5][C:3](=[O:4])[CH2:2][Cl:1])[S:7][CH:8]=1)=[N:22][O:23][C:24]([C:27]([O:29][CH2:30][C:31]1[CH:32]=[CH:33][C:34]([N+:37]([O-:39])=[O:38])=[CH:35][CH:36]=1)=[O:28])([CH3:26])[CH3:25])(=[O:40])[NH2:20] |f:2.3|. Procedure details: In 2 ml of dimethyl sulfoxide is dissolved 0.38 g of (3S,4S)-3-[2-(2-chloroacetamidothiazol-4-yl)-2-(1-p-nitrobenzyloxycarbonyl-1-methylethoxyimino)acetamido]-4-cyano-2-azetidinone and, following addition of 0.1 ml of 30% aqueous hydrogen peroxide and 0.1 ml of 1 N sodium hydroxide, the mixture is stirred at approx. 25° C. for 30 minutes. The reaction mixture is chromatographed on an XAD-II column (eluant: 30% ethanol) to give 0.12 of (3S,4S)-4-carbamoyl-3-[2-(2-chloroacetamidothiazol-4-yl)-2-(1... The reactants are COC(=O)C=1C(=CC(=C(C1)C1=NC2=C(CCN(CC2)C(=O)OC(C)(C)C)N1)C)C (tert-butyl 2-(5-(methoxycarbonyl)-2,4-dimethylphenyl)-4,5,7,8-tetrahydroimidazo[4,5-d]azepine-6(1H)-carboxylate), C(=O)(O)[O-].[Na+] (NaHCO3), COC(=O)C=1C(=CC(=C(C1)C1=NC2=C(CCN(CC2)C(=O)OC(C)(C)C)N1)C)C (tert-butyl 2-(5-(methoxycarbonyl)-2,4-dimethylphenyl)-4,5,7,8-tetrahydroimidazo[4,5-d]azepine-6(1H)-carboxylate), FC(C(=O)O)(F)F (Trifluoroacetic acid). Solvent: ClCCl (dichloromethane). Reaction conditions: time 5 hour. The product is N1C(=NC2=C1CCNCC2)C=2C(=CC(=C(C(=O)OC)C2)C)C (Methyl 5-(1,4,5,6,7,8-hexahydroimidazo[4,5-d]azepin-2-yl)-2,4-dimethylbenzoate). Reaction SMILES: [CH3:1][O:2][C:3]([C:5]1[C:6]([CH3:29])=[CH:7][C:8]([CH3:28])=[C:9]([C:11]2[NH:27][C:14]3[CH2:15][CH2:16][N:17](C(OC(C)(C)C)=O)[CH2:18][CH2:19][C:13]=3[N:12]=2)[CH:10]=1)=[O:4].FC(F)(F)C(O)=O.C([O-])(O)=O.[Na+]>ClCCl>[NH:12]1[C:13]2[CH2:19][CH2:18][NH:17][CH2:16][CH2:15][C:14]=2[N:27]=[C:11]1[C:9]1[C:8]([CH3:28])=[CH:7][C:6]([CH3:29])=[C:5]([CH:10]=1)[C:3]([O:2][CH3:1])=[O:4] |f:2.3|. Reported procedure: Into a 100-mL round-bottom flask, was placed a solution of tert-butyl 2-(5-(methoxycarbonyl)-2,4-dimethylphenyl)-4,5,7,8-tetrahydroimidazo[4,5-d]azepine-6(1H)-carboxylate (compound 83.3, 800 mg, 2.00 mmol) in dichloromethane (16 mL). Trifluoroacetic acid (4 mL) was added drop-wise and the resulting solution was stirred for 5 h at room temperature. The pH of the solution was carefully adjusted to 8-9 with NaHCO3 (sat.) and the aqueous phase was extracted with DCM (3×30 mL), and the combined organ... Starting materials: [BH4-], CCc1cc2c(=O)n(CC(=O)c3ccc(OC)cc3)c(=O)n(Cc3ccc(-c4ccccc4-c4noc(=O)[nH]4)cc3F)c2s1, CO, [Na+]. Yields the product CCc1cc2c(=O)n(CC(O)c3ccc(OC)cc3)c(=O)n(Cc3ccc(-c4ccccc4-c4noc(=O)[nH]4)cc3F)c2s1. RXN SMILES: [BH4-:45].[CH2:1]([CH3:2])[c:3]1[cH:4][c:5]2[c:6]([n:7]([CH2:24][c:25]3[c:26]([F:43])[cH:27][c:28](-[c:31]4[c:32](-[c:37]5[n:38][o:39][c:40](=[O:42])[nH:41]5)[cH:33][cH:34][cH:35][cH:36]4)[cH:29][cH:30]3)[c:8](=[O:23])[n:9]([CH2:12][C:13](=[O:14])[c:15]3[cH:16][cH:17][c:18]([O:21][CH3:22])[cH:19][cH:20]3)[c:10]2=[O:11])[s:44]1.[CH3:47][OH:48].[Na+:46]>>[CH2:1]([CH3:2])[c:3]1[cH:4][c:5]2[c:6]([n:7]([CH2:24][c:25]3[c:26]([F:43])[cH:27][c:28](-[c:31]4[c:32](-[c:37]5[n:38][o:39][c:40](=[O:42])[nH:41]5)[cH:33][cH:34][cH:35][cH:36]4)[cH:29][cH:30]3)[c:8](=[O:23])[n:9]([CH2:12][CH:13]([OH:14])[c:15]3[cH:16][cH:17][c:18]([O:21][CH3:22])[cH:19][cH:20]3)[c:10]2=[O:11])[s:44]1. Reactants: C([O-])([O-])=O.[NH4+].[NH4+] (ammonium carbonate), FC=1C=C(C#N)C=CC1O (3-fluoro-4-hydroxybenzonitrile), C(C)O (ethanol), Cl (Hydrogen chloride). Solvent: O1CCOCC1 (1,4-Dioxane). Reaction conditions: time 5 day. The product is Cl.FC=1C=C(C(=N)N)C=CC1O (3-fluoro-4-hydroxylbenzamidine hydrochloride). As a reaction SMILES: [F:1][C:2]1[CH:3]=[C:4]([CH:7]=[CH:8][C:9]=1[OH:10])[C:5]#[N:6].C(O)C.[ClH:14].C(=O)([O-])[O-].[NH4+:19].[NH4+]>O1CCOCC1>[ClH:14].[F:1][C:2]1[CH:3]=[C:4]([CH:7]=[CH:8][C:9]=1[OH:10])[C:5]([NH2:19])=[NH:6] |f:3.4.5,7.8|. Procedure details: To 3-fluoro-4-hydroxybenzonitrile (7.56 g, 55.2 mmol) were added ethanol (20 mL) and 4N-Hydrogen chloride in 1,4-Dioxane (100 mL), and the mixture was stirred at room temperature. After 5 days, the mixture was concentrated and dried with a vacuum pump. Then, the mixture was dissolved in ethanol (100 mL), ammonium carbonate (11.0 g, 115 mmol) was added, and the mixture was stirred at room temperature. After 12 hours, the solvent was evaporated, and the residue was dissolved in water (100 mL). The...